This data is from the Open Reaction Database (ORD), a public repository of structured organic reaction records. The task is: describe an organic reaction: reactants, conditions, products, and yield Starting materials: c1ccc(CN2CCNCC2)cc1, CCO, Nc1nc(N)c2nc(CCl)nnc2n1. Product: Nc1nc(N)c2nc(CN3CCN(Cc4ccccc4)CC3)nnc2n1. Reaction SMILES: [CH2:15]([c:16]1[cH:17][cH:18][cH:19][cH:20][cH:21]1)[N:22]1[CH2:23][CH2:24][NH:25][CH2:26][CH2:27]1.[CH3:28][CH2:29][OH:30].[Cl:1][CH2:2][c:3]1[n:4][n:5][c:6]2[c:7]([n:8]1)[c:9]([NH2:14])[n:10][c:11]([NH2:13])[n:12]2>>[CH2:2]([c:3]1[n:4][n:5][c:6]2[c:7]([n:8]1)[c:9]([NH2:14])[n:10][c:11]([NH2:13])[n:12]2)[N:25]1[CH2:24][CH2:23][N:22]([CH2:15][c:16]2[cH:17][cH:18][cH:19][cH:20][cH:21]2)[CH2:27][CH2:26]1. Reactants: ClCCCCBr, [H-], [Na+], CN(C)C=O, CCOC(=O)C1SCCCS1. Yields the product CCOC(=O)C1(CCCCCl)SCCCS1. Reaction SMILES: [Br:12][CH2:13][CH2:14][CH2:15][CH2:16][Cl:17].[H-:19].[Na+:18].[O:20]=[CH:21][N:22]([CH3:23])[CH3:24].[S:1]1[CH:2]([C:7](=[O:8])[O:9][CH2:10][CH3:11])[S:3][CH2:4][CH2:5][CH2:6]1>>[S:1]1[C:2]([C:7](=[O:8])[O:9][CH2:10][CH3:11])([CH2:13][CH2:14][CH2:15][CH2:16][Cl:17])[S:3][CH2:4][CH2:5][CH2:6]1. Reactants: CN(C)C=O, N#CC(C#N)CCC(F)(F)F, Fc1ccc(CBr)c(F)c1, [H-], [Na+]. Product: N#CC(C#N)(CCC(F)(F)F)Cc1ccc(F)cc1F. RXN SMILES: [CH3:24][N:25]([CH3:26])[CH:27]=[O:28].[F:13][C:14]([CH2:15][CH2:16][CH:17]([C:18]#[N:19])[C:20]#[N:21])([F:22])[F:23].[F:1][c:2]1[c:3]([CH2:4][Br:5])[cH:6][cH:7][c:8]([F:10])[cH:9]1.[H-:11].[Na+:12]>>[F:1][c:2]1[c:3]([CH2:4][C:17]([CH2:16][CH2:15][C:14]([F:13])([F:22])[F:23])([C:18]#[N:19])[C:20]#[N:21])[cH:6][cH:7][c:8]([F:10])[cH:9]1. Starting materials: NC=1C(=C(C=CC1)C1=CN=C(C=2NC3=CC(=CC=C3C21)OCCOC)C(=O)N)F (4-(3-amino-2-fluorophenyl)-7-(2-methoxyethoxy)-9H-pyrido[3,4-b]indole-1-carboxamide), C(=O)C1=C(C(=O)O)C=C(C=C1)C (2-formyl-5-methylbenzoic acid), C(C)(=O)O (acetic acid), C(C)(=O)O[BH-](OC(C)=O)OC(C)=O.[Na+] (sodium triacetoxyborohydride), C(C)(=O)O[BH-](OC(C)=O)OC(C)=O.[Na+] (sodium triacetoxyborohydride), C(C)(=O)O (acetic acid). The solvent is O (water), ClCCl (dichloromethane), C1CCOC1 (THF), O (water), CCOC(=O)C (EtOAc). Conditions: time 8 hour. Yields the product C(N)(=O)C1=NC=C(C2=C1NC1=CC(=CC=C21)OCCOC)C=2C(=C(C=CC2)NCC2=C(C(=O)O)C=C(C=C2)C)F (2-((3-(1-Carbamoyl-7-(2-methoxyethoxy)-9H-pyrido[3,4-b]indol-4-yl)-2-fluorophenylamino)methyl)-5-methylbenzoic acid). As a reaction SMILES: [NH2:1][C:2]1[C:3]([F:29])=[C:4]([C:8]2[C:20]3[C:19]4[C:14](=[CH:15][C:16]([O:21][CH2:22][CH2:23][O:24][CH3:25])=[CH:17][CH:18]=4)[NH:13][C:12]=3[C:11]([C:26]([NH2:28])=[O:27])=[N:10][CH:9]=2)[CH:5]=[CH:6][CH:7]=1.[CH:30]([C:32]1[CH:40]=[CH:39][C:38]([CH3:41])=[CH:37][C:33]=1[C:34]([OH:36])=[O:35])=O.C(O)(=O)C.C(O[BH-](OC(=O)C)OC(=O)C)(=O)C.[Na+]>ClCCl.C1COCC1.O.CCOC(C)=O>[C:26]([C:11]1[C:12]2[NH:13][C:14]3[C:19]([C:20]=2[C:8]([C:4]2[C:3]([F:29])=[C:2]([NH:1][CH2:30][C:32]4[CH:40]=[CH:39][C:38]([CH3:41])=[CH:37][C:33]=4[C:34]([OH:36])=[O:35])[CH:7]=[CH:6][CH:5]=2)=[CH:9][N:10]=1)=[CH:18][CH:17]=[C:16]([O:21][CH2:22][CH2:23][O:24][CH3:25])[CH:15]=3)(=[O:27])[NH2:28] |f:3.4|. Procedure details: To a light orange, homogeneous solution of 4-(3-amino-2-fluorophenyl)-7-(2-methoxyethoxy)-9H-pyrido[3,4-b]indole-1-carboxamide (0.0767 g, 0.194 mmol), 2-formyl-5-methylbenzoic acid (0.096 g, 0.583 mmol) and acetic acid (0.033 mL, 0.583 mmol) in dichloromethane (3.89 mL) and THF (2.59 mL) under nitrogen was added sodium triacetoxyborohydride (0.206 g, 0.972 mmol). The reaction was stirred overnight. More sodium triacetoxyborohydride (0.206 g, 0.972 mmol) and acetic acid (0.033 mL, 0.583 mmol) wer... The reactants are Cl.NC1(CCCC1)C(=O)N1[C@@H](CC[C@@H]1C)C ((1-aminocyclopentyl)((2R,5S)-2,5-dimethylpyrrolidin-1-yl)methanone hydrochloride), FC1=C(C=CC(=C1)F)N1N=C(C=2C[C@@H]3[C@H](C12)C3)C(=O)O ((1aR,5aR)-2-(2,4-Difluoro-phenyl)-1a,2,5,5a-tetrahydro-1H-2,3-diaza-cyclopropa[a]pentalene-4-carboxylic acid). Yields the product C[C@@H]1N([C@@H](CC1)C)C(=O)C1(CCCC1)NC(=O)C=1C=2C[C@@H]3[C@H](C2N(N1)C1=C(C=C(C=C1)F)F)C3 ((1aR,5aR)-2-(2,4-Difluoro-phenyl)-1a,2,5,5a-tetrahydro-1H-2,3-diaza-cyclopropa[a]pentalene-4-carboxylic Acid [1-((R)-2-(S)-methyl-5-methyl-pyrrolidine-1-carbonyl)-cyclopentyl]-amide). As a reaction SMILES: Cl.[NH2:2][C:3]1([C:8]([N:10]2[C@@H:14]([CH3:15])[CH2:13][CH2:12][C@H:11]2[CH3:16])=[O:9])[CH2:7][CH2:6][CH2:5][CH2:4]1.[F:17][C:18]1[CH:23]=[C:22]([F:24])[CH:21]=[CH:20][C:19]=1[N:25]1[C:32]2[C@@H:31]3[CH2:33][C@@H:30]3[CH2:29][C:28]=2[C:27]([C:34](O)=[O:35])=[N:26]1>>[CH3:16][C@H:11]1[CH2:12][CH2:13][C@@H:14]([CH3:15])[N:10]1[C:8]([C:3]1([NH:2][C:34]([C:27]2[C:28]3[CH2:29][C@H:30]4[CH2:33][C@H:31]4[C:32]=3[N:25]([C:19]3[CH:20]=[CH:21][C:22]([F:24])=[CH:23][C:18]=3[F:17])[N:26]=2)=[O:35])[CH2:7][CH2:6][CH2:5][CH2:4]1)=[O:9] |f:0.1|. Procedure: The title compound was prepared in a manner similar to that described in Method G using (1-aminocyclopentyl)((2R,5S)-2,5-dimethylpyrrolidin-1-yl)methanone hydrochloride and (1aR,5aR)-2-(2,4-Difluoro-phenyl)-1a,2,5,5a-tetrahydro-1H-2,3-diaza-cyclopropa[a]pentalene-4-carboxylic acid. LCMS m/z=469.5 [M+H]+; 1H NMR (400 MHz, CD3CN) δ ppm 0.39-0.43 (m, 1H), 0.89-1.27 (m, 8H), 1.57-1.69 (m, 7H), 1.96-2.11 (m, 1H), 2.13-2.18 (m, 3H), 2.23-2.30 (m, 1H), 2.52-2.70 (m, 1H), 2.80 (d, J=17.2 Hz, 1H), 2.91 (... The reactants are [Li].BrC=1C=C(C=C(C1)OC(F)(F)F)C(=CC(C(=O)OCC)=O)[O-] (Lithium 1-(3-bromo-5-trifluoromethoxyphenyl)-4-ethoxy-3,4-dioxobut-1-en-1-olate), ClC=1C=C(C=C(C1)F)C1=CC(=NN1C1=NC=CC=C1)C(=O)O (5-(3-Chloro-5-fluorophenyl)-1-(pyridin-2-yl)-1H-pyrazole-3-carboxylic acid), Cl.FC=1C=C(C=NC1)NN (5-fluoropyridin-3-yl-hydrazine hydrochloride). Product: BrC=1C=C(C=C(C1)OC(F)(F)F)C1=CC(=NN1C=1C=NC=C(C1)F)C(=O)O (5-(3-Bromo-5-trifluoromethoxyphenyl)-1-(5-fluoropyridin-3-yl)-1H-pyrazole-3-carboxylic acid). RXN SMILES: [Li].[Br:2][C:3]1[CH:4]=[C:5]([C:14]([O-])=[CH:15][C:16](=O)[C:17]([O:19]CC)=[O:18])[CH:6]=[C:7]([O:9][C:10]([F:13])([F:12])[F:11])[CH:8]=1.ClC1C=C(C2N(C3C=CC=CN=3)N=C(C(O)=O)C=2)C=C(F)C=1.Cl.[F:47][C:48]1[CH:49]=[C:50]([NH:54][NH2:55])[CH:51]=[N:52][CH:53]=1>>[Br:2][C:3]1[CH:4]=[C:5]([C:14]2[N:54]([C:50]3[CH:51]=[N:52][CH:53]=[C:48]([F:47])[CH:49]=3)[N:55]=[C:16]([C:17]([OH:19])=[O:18])[CH:15]=2)[CH:6]=[C:7]([O:9][C:10]([F:11])([F:12])[F:13])[CH:8]=1 |f:0.1,3.4,^1:0|. Procedure details: 500 mg (1.16 mmol) of the compound of Example 5A is reacted analogously to the synthesis of the compound of Example 20A with 265 mg (1.62 mmol) of 5-fluoropyridin-3-yl-hydrazine hydrochloride. After hydrolysis, 340 mg (66% of theory) of the title compound is obtained. The reactants are Cl.COC=1C=CC=C2CCC(C12)N (Rac-7-methoxy-indan-1-ylamine hydrochloride), S(=O)(=O)(Cl)Cl (sulfuryl chloride). The solvent is C(C)(=O)O (acetic acid). Run at time 16 hour. The product is ClC1=C2CCC(C2=C(C(=C1)Cl)OC)N (rac-4,6-dichloro-7-methoxy-indan-1-ylamine). Isolated yield 78334.0%. RXN SMILES: [ClH:1].[CH3:2][O:3][C:4]1[CH:5]=[CH:6][CH:7]=[C:8]2[C:12]=1[CH:11]([NH2:13])[CH2:10][CH2:9]2.S(Cl)([Cl:17])(=O)=O>C(O)(=O)C>[Cl:1][C:7]1[CH:6]=[C:5]([Cl:17])[C:4]([O:3][CH3:2])=[C:12]2[C:8]=1[CH2:9][CH2:10][CH:11]2[NH2:13] |f:0.1|. Reported procedure: Rac-7-methoxy-indan-1-ylamine hydrochloride (2.20 g, 0.011 mmol) was dissolved in acetic acid (100 mL). After cooling to 0° C. sulfuryl chloride (1.88 mL, 0.23 mmol) was slowly added and the reaction mixture was stirred for 16 h at ambient temperature. Then the solvent was evaporated and the residue was taken up in isopropanol. Thereby a precipitate formed which was isolated and dried on high vacuum to yield rac-4,6-dichloro-7-methoxy-indan-1-ylamine (2.0 g, 68%) as a white solid; MS: m/e=269.6 ...